Dataset: the Open Reaction Database (ORD), a public repository of structured organic reaction records. Task: describe an organic reaction: reactants, conditions, products, and yield Reactants: ice water, NC1=CC=C(C=C1)C1=C(N2C([C@@H]([C@H]2C1)[C@@H](C)O)=O)C(=O)OCOC(C(C)(C)C)=O ([(2,2-dimethylpropanoyl)oxy]methyl (5R,6S)-3-(4-aminophenyl)-6-[(1R)-1-hydroxyethyl]-7-oxo-1-azabicyclo[3.2.0]hept-2-ene-2-carboxylate), C(C)(C)N(CC)C(C)C (diisopropylethylamine), C(C)(=O)Cl (acetyl chloride). Solvent: ClCCl (dichloromethane). Conditions: temperature 0 celsius. The product is C(C)(=O)NC1=CC=C(C=C1)C1=C(N2C([C@@H]([C@H]2C1)[C@@H](C)O)=O)C(=O)OCOC(C(C)(C)C)=O ((2,2-dimethylpropanoyl)oxymethyl (5R,6S)-3-[4-(acetylamino)phenyl]-6-[(1R)-1-hydroxyethyl]-7-oxo-1-azabicyclo[3.2.0]hept-2-ene-2-carboxylate). Reaction SMILES: [NH2:1][C:2]1[CH:7]=[CH:6][C:5]([C:8]2[CH2:14][C@H:13]3[N:10]([C:11](=[O:18])[C@@H:12]3[C@H:15]([OH:17])[CH3:16])[C:9]=2[C:19]([O:21][CH2:22][O:23][C:24](=[O:29])[C:25]([CH3:28])([CH3:27])[CH3:26])=[O:20])=[CH:4][CH:3]=1.C(N(C(C)C)CC)(C)C.[C:39](Cl)(=[O:41])[CH3:40]>ClCCl>[C:39]([NH:1][C:2]1[CH:7]=[CH:6][C:5]([C:8]2[CH2:14][C@H:13]3[N:10]([C:11](=[O:18])[C@@H:12]3[C@H:15]([OH:17])[CH3:16])[C:9]=2[C:19]([O:21][CH2:22][O:23][C:24](=[O:29])[C:25]([CH3:28])([CH3:27])[CH3:26])=[O:20])=[CH:4][CH:3]=1)(=[O:41])[CH3:40]. Procedure: A mixture of [(2,2-dimethylpropanoyl)oxy]methyl (5R,6S)-3-(4-aminophenyl)-6-[(1R)-1-hydroxyethyl]-7-oxo-1-azabicyclo[3.2.0]hept-2-ene-2-carboxylate prepared by example 26, diisopropylethylamine and dichloromethane was cooled at 0° C., and thereto was dropped acetyl chloride. After stirring, the reaction mixture was poured into ice water. The mixture was extracted with ethyl acetate. The organic layer was washed with a saturated aqueous sodium hydrogencarbonate solution and a saturated aqueous so...